Dataset: the Open Reaction Database (ORD), a public repository of structured organic reaction records. Task: describe an organic reaction: reactants, conditions, products, and yield Starting materials: CC1(OB(OC1(C)C)C1=CC=C(C=C1)C1(CCC1)NC(OC(C)(C)C)=O)C (tert-butyl {1-[4-(4,4,5,5-tetramethyl-1,3,2-dioxaborolan-2-yl)phenyl]cyclobutyl}carbamate), C(C)(=O)[O-].[NH4+] (ammonium acetate), O (water), I(=O)(=O)(=O)[O-].[Na+] (sodium periodate). Solvent: CC(=O)C (acetone), C1(=CC=CC=C1)C (toluene). Run at time 8 hour. Yields the product C(C)(C)(C)OC(=O)NC1(CCC1)C1=CC=C(C=C1)B(O)O ((4-{1-[(tert-Butoxycarbonyl)amino]cyclobutyl}phenyl)boronic acid). Yield: 66.5%. RXN SMILES: CC1(C)C(C)(C)[O:5][B:4]([C:9]2[CH:14]=[CH:13][C:12]([C:15]3([NH:19][C:20](=[O:26])[O:21][C:22]([CH3:25])([CH3:24])[CH3:23])[CH2:18][CH2:17][CH2:16]3)=[CH:11][CH:10]=2)[O:3]1.C([O-])(=O)C.[NH4+].I([O-])(=O)(=O)=O.[Na+].O>CC(C)=O.C1(C)C=CC=CC=1>[C:22]([O:21][C:20]([NH:19][C:15]1([C:12]2[CH:11]=[CH:10][C:9]([B:4]([OH:5])[OH:3])=[CH:14][CH:13]=2)[CH2:18][CH2:17][CH2:16]1)=[O:26])([CH3:25])([CH3:23])[CH3:24] |f:1.2,3.4|. Procedure: To a solution of tert-butyl {1-[4-(4,4,5,5-tetramethyl-1,3,2-dioxaborolan-2-yl)phenyl]cyclobutyl}carbamate [Int-1B] (5.63 g, 20.0 mmol, 1 eq) in 191 mL acetone is added ammonium acetate (7.38 g, 95.6 mmol, 4.78 eq). After the addition of sodium periodate (13.6 g, 63.6 mmol, 3.15 eq) the reaction mixture was stirred overnight at rt. Then, the white suspension was treated with water. The remaining solid was isolated by filtration and treated with toluene that was directly removed by a rotary evapo... Starting materials: CCn1ccc2c(c1=O)CN=C(N1CCN(Cc3ccccc3)CC1)N2, CCO, [H][H]. As a reaction SMILES: [CH2:1]([CH3:2])[n:3]1[c:4](=[O:26])[c:5]2[c:6]([cH:24][cH:25]1)[NH:7][C:8]([N:11]1[CH2:12][CH2:13][N:14]([CH2:17][c:18]3[cH:19][cH:20][cH:21][cH:22][cH:23]3)[CH2:15][CH2:16]1)=[N:9][CH2:10]2.[CH3:29][CH2:30][OH:31].[H:27][H:28]>>[CH2:1]([CH3:2])[n:3]1[c:4](=[O:26])[c:5]2[c:6]([cH:24][cH:25]1)[NH:7][C:8]([N:11]1[CH2:12][CH2:13][NH:14][CH2:15][CH2:16]1)=[N:9][CH2:10]2. Yields the product CCn1ccc2c(c1=O)CN=C(N1CCNCC1)N2. Reactants: C(C)OC(CCCN1CCN(CC1)C1=CC=C(C=C1)C(F)(F)F)=O (4-[4-(4-trifluoromethyl-phenyl)-piperazin-1-yl]-butyric acid ethyl ester), [OH-].[Li+] (lithium hydroxide). Solvent: O1CCCC1 (tetrahydrofuran), O (water), C(C)#N (acetonitrile). Product: [Li+].FC(C1=CC=C(C=C1)N1CCN(CC1)CCCC(=O)[O-])(F)F (4-[4-(4-trifluoromethyl-phenyl)-piperazin-1-yl]-butyric acid lithium salt). Reaction SMILES: C([O:3][C:4](=[O:24])[CH2:5][CH2:6][CH2:7][N:8]1[CH2:13][CH2:12][N:11]([C:14]2[CH:19]=[CH:18][C:17]([C:20]([F:23])([F:22])[F:21])=[CH:16][CH:15]=2)[CH2:10][CH2:9]1)C.[OH-].[Li+:26]>O1CCCC1.O.C(#N)C>[Li+:26].[F:23][C:20]([F:21])([F:22])[C:17]1[CH:18]=[CH:19][C:14]([N:11]2[CH2:12][CH2:13][N:8]([CH2:7][CH2:6][CH2:5][C:4]([O-:24])=[O:3])[CH2:9][CH2:10]2)=[CH:15][CH:16]=1 |f:1.2,6.7|. Procedure: 4-[4-(4-Trifluoromethyl-phenyl)-piperazin-1-yl]-butyric acid ethyl ester (660 mg; 1.92 mmol, prepared in accordance with Example 2) and lithium hydroxide are dissolved in a mixture of tetrahydrofuran (2.8 mL) and water (1.2 mL). The resulting mixture is irradiated in a mono-mode microwave oven for 30 minutes at 70° C. The mixture is then diluted with acetonitrile (20 mL) and the precipitate formed is filtered and rinsed with acetonitrile (10 mL). The solid obtained is then dried under high vacuu... The reactants are CCOC(=O)CNC(=O)c1ccc(Nc2ccccc2)nc1, C1CCOC1, CO, [Li+], [OH-], O, O. Yields the product O=C(O)CNC(=O)c1ccc(Nc2ccccc2)nc1. Reaction SMILES: [CH2:1]([CH3:2])[O:3][C:4]([CH2:5][NH:6][C:7](=[O:8])[c:9]1[cH:10][n:11][c:12]([NH:15][c:16]2[cH:17][cH:18][cH:19][cH:20][cH:21]2)[cH:13][cH:14]1)=[O:22].[CH2:29]1[O:30][CH2:31][CH2:32][CH2:33]1.[CH3:23][OH:24].[Li+:27].[OH-:26].[OH2:25].[OH2:28]>>[O:3]=[C:4]([CH2:5][NH:6][C:7](=[O:8])[c:9]1[cH:10][n:11][c:12]([NH:15][c:16]2[cH:17][cH:18][cH:19][cH:20][cH:21]2)[cH:13][cH:14]1)[OH:22]. The reactants are Cl (hydrochloride), Cl.NC1=C(C=C(C=C1)C(CNC(C)(C)C)=O)F (4'-amino-2-tert.butylamino-3'-fluoro-acetophenone hydrochloride), [BH4-].[Na+] (sodium borohydride). The product is NC1=C(C=C(C=C1)C(CNC(C)(C)C)O)F (1-(4'-Amino-3'-fluoro-phenyl)-2-tert.butylamino-ethanol). Reaction SMILES: Cl.Cl.[NH2:3][C:4]1[CH:9]=[CH:8][C:7]([C:10](=[O:17])[CH2:11][NH:12][C:13]([CH3:16])([CH3:15])[CH3:14])=[CH:6][C:5]=1[F:18].[BH4-].[Na+]>>[NH2:3][C:4]1[CH:9]=[CH:8][C:7]([CH:10]([OH:17])[CH2:11][NH:12][C:13]([CH3:14])([CH3:16])[CH3:15])=[CH:6][C:5]=1[F:18] |f:1.2,3.4|. Procedure details: m.p. of the hydrochloride: 196°-197° C. (decomp.), was prepared from 4'-amino-2-tert.butylamino-3'-fluoro-acetophenone hydrochloride and sodium borohydride analogous to Example 1. Starting materials: C1(C=2C(C(N1)=O)=CC=CC2)=O (Phthalimide), O[C@@H]([C@H](CN1C(C2=CC=CC=C2C1=O)=O)C)C1=CC(=CC=C1)CCC(CCC)(CCC)O (2-((2S,3S)-3-hydroxy-3-(3-(3-hydroxy-3-propylhexyl)phenyl)-2-methylpropyl)isoindoline-1,3-dione). Product: NC[C@H]([C@@H](O)C=1C=C(CCC2(CCCC2)O)C=CC1)C (1-(3-((1R,2R)-3-amino-1-hydroxy-2-methylpropyl)phenethyl)cyclopentanol). Reaction SMILES: C1(=O)NC(=O)C2=CC=CC=C12.[OH:12][C@H:13]([C:28]1[CH:33]=[CH:32][CH:31]=[C:30]([CH2:34][CH2:35][C:36]([OH:43])([CH2:40][CH2:41][CH3:42])[CH2:37]CC)[CH:29]=1)[C@@H:14]([CH3:27])[CH2:15][N:16]1C(=O)C2C(=CC=CC=2)C1=O>>[NH2:16][CH2:15][C@@H:14]([CH3:27])[C@H:13]([C:28]1[CH:29]=[C:30]([CH:31]=[CH:32][CH:33]=1)[CH2:34][CH2:35][C:36]1([OH:43])[CH2:37][CH2:42][CH2:41][CH2:40]1)[OH:12]. Procedure details: Phthalimide cleavage of 2-((2S,3S)-3-hydroxy-3-(3-(3-hydroxy-3-propylhexyl)phenyl)-2-methylpropyl)isoindoline-1,3-dione is performed following the method described in Example 9 gives Example 180. The reactants are COC(C1=C(C(=CC=C1)O)NS(=O)(=O)C1=CC=C(C=C1)OC)=O (3-Hydroxy-2-(4-methoxy-benzenesulfonylamino)-benzoic acid methyl ester), [H-].[Na+] (sodium hydride), C1=CC=C(C(=C1)CBr)CBr (a,a'-dibromo-o-xylene). The solvent is CCOCC (ether), CN(C)C=O (DMF). Run at time 15 minute. Yields the product COC(=O)C1=CC=CC=2OCC3=C(CN(C21)S(=O)(=O)C2=CC=C(C=C2)OC)C=CC=C3 (12-(4-Methoxy-benzenesulfonyl)-11,12-dihydro-6H-dibenz[b,f][1,4]oxazocine-1-carboxylic acid methyl ester). Isolated yield 78.4%. Reaction SMILES: [CH3:1][O:2][C:3](=[O:23])[C:4]1[CH:9]=[CH:8][CH:7]=[C:6]([OH:10])[C:5]=1[NH:11][S:12]([C:15]1[CH:20]=[CH:19][C:18]([O:21][CH3:22])=[CH:17][CH:16]=1)(=[O:14])=[O:13].[H-].[Na+].[CH:26]1[CH:31]=[C:30]([CH2:32]Br)[C:29]([CH2:34]Br)=[CH:28][CH:27]=1>CN(C=O)C.CCOCC>[CH3:1][O:2][C:3]([C:4]1[C:5]2[N:11]([S:12]([C:15]3[CH:16]=[CH:17][C:18]([O:21][CH3:22])=[CH:19][CH:20]=3)(=[O:13])=[O:14])[CH2:32][C:30]3[CH:31]=[CH:26][CH:27]=[CH:28][C:29]=3[CH2:34][O:10][C:6]=2[CH:7]=[CH:8][CH:9]=1)=[O:23] |f:1.2|. Procedure: To a solution of 0.350 g (1.039 mmol) of the product of Example 31 in 35 mL of DMF was added 0.104 g (2.596 mmol) of 60% sodium hydride and the solution was stirred at room temperature for 15 minutes. To the resulting mixture was then added 0.384 g (1.454 mmol) of a,a'-dibromo-o-xylene and the reaction mixture was then heated to 80° C. for 18 h, cooled to room temperature, diluted with ether and washed with water. The combined organic layers were dried over MgSO4, filtered and concentrated in va... Reactants: COC1=CC=C2C(=N1)SC(=N2)N (5-methoxythiazolo[5,4-b]pyridin-2-amine), C(C)(=O)N1CC2(CC1)CN(C1=CC=C(C=C12)OCC)C(C(F)(F)F)=O (1-(1′-acetyl-5-ethoxyspiro[indoline-3,3′-pyrrolidin]-1-yl)-2,2,2-trifluoroethanone). The product is C(C)(=O)N1CC2(CC1)CN(C1=CC=C(C=C12)OCC)C(=O)NC=1SC2=NC(=CC=C2N1)OC (1′-acetyl-5-ethoxy-N-(5-methoxythiazolo[5,4-b]pyridin-2-yl)spiro[indoline-3,3′-pyrrolidine]-1-carboxamide). Reaction SMILES: [CH3:1][O:2][C:3]1[N:8]=[C:7]2[S:9][C:10]([NH2:12])=[N:11][C:6]2=[CH:5][CH:4]=1.[C:13]([N:16]1[CH2:20][CH2:19][C:18]2([C:28]3[C:23](=[CH:24][CH:25]=[C:26]([O:29][CH2:30][CH3:31])[CH:27]=3)[N:22]([C:32](=[O:37])C(F)(F)F)[CH2:21]2)[CH2:17]1)(=[O:15])[CH3:14]>>[C:13]([N:16]1[CH2:20][CH2:19][C:18]2([C:28]3[C:23](=[CH:24][CH:25]=[C:26]([O:29][CH2:30][CH3:31])[CH:27]=3)[N:22]([C:32]([NH:12][C:10]3[S:9][C:7]4[C:6]([N:11]=3)=[CH:5][CH:4]=[C:3]([O:2][CH3:1])[N:8]=4)=[O:37])[CH2:21]2)[CH2:17]1)(=[O:15])[CH3:14]. Procedure: The captioned compound was obtained in the form of a reddish brown solid by performing the same reactions and/or treatments as those in Step 4 of Example 198, with the exceptions that 5-methoxythiazolo[5,4-b]pyridin-2-amine was used instead of the 2-amino-5-chlorothiazole hydrochloride in Example 1, which was cited in Example 57, and that 1-(1′-acetyl-5-ethoxyspiro[indoline-3,3′-pyrrolidin]-1-yl)-2,2,2-trifluoroethanone was used instead of 1-(1′-acetyl-5-(4-fluorophenoxy)phenoxyspiro[indoline-3,... Starting materials: [H-].[Na+] (Sodium hydride), C[C@@]1(C([C@H](CC1)C(=O)OC)(C)C)C(=O)OC ((1R,3S)-dimethyl 1,2,2-trimethylcyclopentane-1,3-dicarboxylate). Solvent: O1CCCC1 (tetrahydrofuran). Yields the product C[C@@]1(C([C@@H](CC1)C(=O)OC)(C)C)C(=O)OC ((1R,3R)-dimethyl 1,2,2-trimethylcyclopentane-1,3-dicarboxylate). Yield: 96.7%. Reaction SMILES: [H-].[Na+].[CH3:3][C@@:4]1([C:15]([O:17][CH3:18])=[O:16])[CH2:8][CH2:7][C@H:6]([C:9]([O:11][CH3:12])=[O:10])[C:5]1([CH3:14])[CH3:13]>O1CCCC1>[CH3:3][C@@:4]1([C:15]([O:17][CH3:18])=[O:16])[CH2:8][CH2:7][C@@H:6]([C:9]([O:11][CH3:12])=[O:10])[C:5]1([CH3:13])[CH3:14] |f:0.1|. Procedure details: Sodium hydride (0.788 g, 19.71 mmol, 60% suspension in mineral oil) was added to a solution of (1R,3S)-dimethyl 1,2,2-trimethylcyclopentane-1,3-dicarboxylate (1.50 g, 6.57 mmol, from Step 1) in tetrahydrofuran (20 mL) at room temperature. The resulting mixture was heated to reflux for 1 h, cooled to room temperature, and carefully quenched with saturated ammonium chloride (10 mL). After dilution with ethyl acetate (100 mL), the mixture was washed with water, brine, dried (MgSO4), filtered and co...